The task is: describe an organic reaction: reactants, conditions, products, and yield. This data is from the Open Reaction Database (ORD), a public repository of structured organic reaction records. Starting materials: ice, [H-].[Na+] (sodium hydride), CCOCC (ether), Cu2Br2, CN(C)C=C1C(NC2=CC=CC=C12)=O (3-(dimethylaminomethylene)-2(1H,3H)-indolone). Run in CN(C=O)C (DMF), CCCCCC (hexane), CN(C=O)C (dimethylformamide). Run at time 30 minute. The product is COC=1C=C(C=CC1)N1C(C(C2=CC=CC=C12)=CN(C)C)=O (1-(3-Methoxyphenyl)-3-(dimethylaminomethylene)-2(1H,3H)-indolone). RXN SMILES: [H-].[Na+].[CH3:3][N:4]([CH:6]=[C:7]1[C:15]2[C:10](=[CH:11][CH:12]=[CH:13][CH:14]=2)[NH:9][C:8]1=[O:16])[CH3:5].C[CH2:18][O:19][CH2:20][CH3:21]>CCCCCC.CN(C)C=O>[CH3:18][O:19][C:20]1[CH:21]=[C:6]([N:9]2[C:10]3[C:15](=[CH:14][CH:13]=[CH:12][CH:11]=3)[C:7](=[CH:6][N:4]([CH3:3])[CH3:5])[C:8]2=[O:16])[CH:7]=[CH:15][CH:14]=1 |f:0.1|. Procedure: In a flame dried flask under nitrogen, sodium hydride (50% dispersion in oil, 0.96 g, 20 mmoles) was washed free of oil with hexane. Dry dimethylformamide (DMF, 50 ml) and 3-(dimethylaminomethylene)-2(1H,3H)-indolone [Chem. Ber. 85:774 (1952); 3.77 g, 20 mmoles] were added, and the mixture stirred for 30 minutes (until gas evolution ceased). m-Indoanisole (9.36 g, 40 mmoles) in 20 ml DMF was added, followed by Cu2Br2 (5.74 g, 20 mmoles). The reaction mixture was heated at 120°-130° for 40 hours,...